Task: describe an organic reaction: reactants, conditions, products, and yield. Dataset: the Open Reaction Database (ORD), a public repository of structured organic reaction records Reactants: C1CCOC1, COC(=O)CCC(C(N)=O)N1Cc2c(O)cccc2C1=O, CS(=O)(=O)c1ccc(CO)cc1, CC(C)OC(=O)N=NC(=O)OC(C)C, c1ccc(P(c2ccccc2)c2ccccc2)cc1. Yields the product COC(=O)CCC(C(N)=O)N1Cc2c(OCc3ccc(S(C)(=O)=O)cc3)cccc2C1=O. RXN SMILES: [CH2:67]1[O:68][CH2:69][CH2:70][CH2:71]1.[CH3:20][O:21][C:22]([CH2:23][CH2:24][CH:25]([N:26]1[C:27](=[O:36])[c:28]2[cH:29][cH:30][cH:31][c:32]([OH:35])[c:33]2[CH2:34]1)[C:37]([NH2:38])=[O:39])=[O:40].[CH3:55][S:56](=[O:57])(=[O:58])[c:59]1[cH:60][cH:61][c:62]([CH2:65][OH:66])[cH:63][cH:64]1.[O:41]=[C:42]([O:43][CH:44]([CH3:45])[CH3:46])[N:47]=[N:48][C:49]([O:50][CH:51]([CH3:52])[CH3:53])=[O:54].[c:1]1([P:2]([c:3]2[cH:4][cH:5][cH:6][cH:7][cH:8]2)[c:9]2[cH:10][cH:11][cH:12][cH:13][cH:14]2)[cH:15][cH:16][cH:17][cH:18][cH:19]1>>[CH3:20][O:21][C:22]([CH2:23][CH2:24][CH:25]([N:26]1[C:27](=[O:36])[c:28]2[cH:29][cH:30][cH:31][c:32]([O:35][CH2:65][c:62]3[cH:61][cH:60][c:59]([S:56]([CH3:55])(=[O:57])=[O:58])[cH:64][cH:63]3)[c:33]2[CH2:34]1)[C:37]([NH2:38])=[O:39])=[O:40]. Starting materials: CCc1nn(CC)c(CC)c1Cc1cncn1Cc1ccccc1, N, [Na]. RXN SMILES: [CH2:1]([c:2]1[cH:3][cH:4][cH:5][cH:6][cH:7]1)[n:8]1[cH:9][n:10][cH:11][c:12]1[CH2:13][c:14]1[c:15]([CH2:23][CH3:24])[n:16][n:17]([CH2:21][CH3:22])[c:18]1[CH2:19][CH3:20].[NH3:26].[Na:25]>>[nH:8]1[cH:9][n:10][cH:11][c:12]1[CH2:13][c:14]1[c:15]([CH2:23][CH3:24])[n:16][n:17]([CH2:21][CH3:22])[c:18]1[CH2:19][CH3:20]. The product is CCc1nn(CC)c(CC)c1Cc1cnc[nH]1.